This data is from the Open Reaction Database (ORD), a public repository of structured organic reaction records. The task is: describe an organic reaction: reactants, conditions, products, and yield Starting materials: BrCCC1OCCO1, CS(C)=O, [H-], [Na+], N#CC(C#N)CCOCCc1ccccc1. Yields the product N#CC(C#N)(CCOCCc1ccccc1)CCC1OCCO1. As a reaction SMILES: [Br:19][CH2:20][CH2:21][CH:22]1[O:23][CH2:24][CH2:25][O:26]1.[CH3:27][S:28](=[O:29])[CH3:30].[H-:17].[Na+:18].[c:1]1([CH2:7][CH2:8][O:9][CH2:10][CH2:11][CH:12]([C:13]#[N:14])[C:15]#[N:16])[cH:2][cH:3][cH:4][cH:5][cH:6]1>>[c:1]1([CH2:7][CH2:8][O:9][CH2:10][CH2:11][C:12]([C:13]#[N:14])([C:15]#[N:16])[CH2:20][CH2:21][CH:22]2[O:23][CH2:24][CH2:25][O:26]2)[cH:2][cH:3][cH:4][cH:5][cH:6]1. Reactants: BrCC=1C(=CC=CC1)C#N (alpha-bromo-o-tolunitrile), C(C)(C)(C)C=1C=C(C=C(C1)C(C)(C)C)O (3,5-di-t-butylphenol). Yields the product C(C)(C)(C)C=1C=C(OCC2=C(C=CC=C2)C#N)C=C(C1)C(C)(C)C (2-(3,5-di-t-butylphenoxymethyl)-1-benzenecarbonitrile). Reaction SMILES: Br[CH2:2][C:3]1[C:4]([C:9]#[N:10])=[CH:5][CH:6]=[CH:7][CH:8]=1.[C:11]([C:15]1[CH:16]=[C:17]([OH:25])[CH:18]=[C:19]([C:21]([CH3:24])([CH3:23])[CH3:22])[CH:20]=1)([CH3:14])([CH3:13])[CH3:12]>>[C:21]([C:19]1[CH:18]=[C:17]([CH:16]=[C:15]([C:11]([CH3:14])([CH3:13])[CH3:12])[CH:20]=1)[O:25][CH2:2][C:3]1[CH:8]=[CH:7][CH:6]=[CH:5][C:4]=1[C:9]#[N:10])([CH3:24])([CH3:23])[CH3:22]. Procedure: Using the method of Example 1, 20.6 g (0.10 mole) of alpha-bromo-o-tolunitrile was reacted with 3,5-di-t-butylphenol to give 9.9 g of white crystalline 2-(3,5-di-t-butylphenoxymethyl)-1-benzenecarbonitrile. The reactants are C(C)(=O)Br (Acetyl bromide), [Br-].OC1=CC=C(C=C1)C(C[N+]12C[C@@H](C(CC1)CC2)OC([C@H](NC2=CC=CC=C2)C2=CC=CC=C2)=O)=O ((R)-1-(2-(4-hydroxyphenyl)-2-oxoethyl)-3-((R)-2-phenyl-2-(phenylamino)acetoxy)-1-azoniabicyclo[2.2.2]octane bromide), TEA, C(Cl)Cl.CO (DCM MeOH), CC#N.O (CH3CN H2O). Run in C(Cl)Cl (DCM). Run at time 8 hour. Product: [Br-].C(C)(=O)OC1=CC=C(C=C1)C(C[N+]12C[C@@H](C(CC1)CC2)OC([C@H](NC2=CC=CC=C2)C2=CC=CC=C2)=O)=O ((R)-1-(2-(4-acetoxyphenyl)-2-oxoethyl)-3-((R)-2-phenyl-2-(phenylamino)acetoxy)-1-azoniabicyclo[2.2.2]octane bromide). Isolated yield 31.1%. RXN SMILES: [C:1]([Br:4])(=[O:3])[CH3:2].[Br-].[OH:6][C:7]1[CH:12]=[CH:11][C:10]([C:13](=[O:40])[CH2:14][N+:15]23[CH2:22][CH2:21][CH:18]([CH2:19][CH2:20]2)[C@@H:17]([O:23][C:24](=[O:39])[C@@H:25]([C:33]2[CH:38]=[CH:37][CH:36]=[CH:35][CH:34]=2)[NH:26][C:27]2[CH:32]=[CH:31][CH:30]=[CH:29][CH:28]=2)[CH2:16]3)=[CH:9][CH:8]=1.C(Cl)Cl.CO.CC#N.O>C(Cl)Cl>[Br-:4].[C:1]([O:6][C:7]1[CH:12]=[CH:11][C:10]([C:13](=[O:40])[CH2:14][N+:15]23[CH2:20][CH2:19][CH:18]([CH2:21][CH2:22]2)[C@@H:17]([O:23][C:24](=[O:39])[C@@H:25]([C:33]2[CH:34]=[CH:35][CH:36]=[CH:37][CH:38]=2)[NH:26][C:27]2[CH:28]=[CH:29][CH:30]=[CH:31][CH:32]=2)[CH2:16]3)=[CH:9][CH:8]=1)(=[O:3])[CH3:2] |f:1.2,3.4,5.6,8.9|. Procedure details: Acetyl bromide (10 μl, 0.14 mmol) was added to a solution of (R)-1-(2-(4-hydroxyphenyl)-2-oxoethyl)-3-((R)-2-phenyl-2-(phenylamino)acetoxy)-1-azoniabicyclo[2.2.2]octane bromide (diastereomer 1 of I71) (70 mg, 0.13 mmol) in TEA (19.5 μl, 0.14 mmol) and DCM (3 ml). The reaction mixture was stirred at room temperature overnight. The solvent was evaporated, and the crude product was purified first by trituration with Et2O, then by flash-chromatography (DCM/MeOH=95/5) and finally by preparative HPLC ... Starting materials: Cc1cccc(C)c1O, COCCOC, CO, CN(C)C=O, Cc1nc2c(CCl)cccn2c1C, [I-], [K+], [Na+], C1COCCOCCOCCOCCOCCO1, [OH-]. The product is Cc1cccc(C)c1OCc1cccn2c(C)c(C)nc12. Reaction SMILES: [CH3:3][c:4]1[c:5]([OH:11])[c:6]([CH3:10])[cH:7][cH:8][cH:9]1.[CH3:45][O:46][CH2:47][CH2:48][O:49][CH3:50].[CH3:51][OH:52].[CH3:53][N:54]([CH3:55])[CH:56]=[O:57].[Cl:30][CH2:31][c:32]1[c:33]2[n:34]([cH:35][cH:36][cH:37]1)[c:38]([CH3:42])[c:39]([CH3:41])[n:40]2.[I-:44].[K+:2].[Na+:43].[O:12]1[CH2:13][CH2:14][O:15][CH2:16][CH2:17][O:18][CH2:19][CH2:20][O:21][CH2:22][CH2:23][O:24][CH2:25][CH2:26][O:27][CH2:28][CH2:29]1.[OH-:1]>>[CH3:3][c:4]1[c:5]([O:11][CH2:31][c:32]2[c:33]3[n:34]([cH:35][cH:36][cH:37]2)[c:38]([CH3:42])[c:39]([CH3:41])[n:40]3)[c:6]([CH3:10])[cH:7][cH:8][cH:9]1. Reactants: O (H2O), ClC=1C(=CC2=C(NC(CC(=N2)C2=CC(=CC=C2)C=2SC=C(N2)CCl)=O)C1)N(C)C (8-chloro-4-[3-(4-chloromethyl-thiazol-2-yl)-phenyl]-7-dimethylamino-1,3-dihydro-benzo[b][1,4]diazepin-2-one), solution, CN (methylamine), [OH-].[Na+] (NaOH). The solvent is CCO (EtOH). Run at temperature 20 celsius, time 20 hour. The product is ClC=1C(=CC2=C(NC(CC(=N2)C2=CC(=CC=C2)C=2SC=C(N2)CNC)=O)C1)N(C)C (8-Chloro-7-dimethylamino-4-[3-(4-methylaminomethyl-thiazol-2-yl)-phenyl]-1,3-dihydro-benzo[b][1,4]diazepin-2-one). RXN SMILES: [Cl:1][C:2]1[C:3]([N:27]([CH3:29])[CH3:28])=[CH:4][C:5]2[N:11]=[C:10]([C:12]3[CH:17]=[CH:16][CH:15]=[C:14]([C:18]4[S:19][CH:20]=[C:21]([CH2:23]Cl)[N:22]=4)[CH:13]=3)[CH2:9][C:8](=[O:25])[NH:7][C:6]=2[CH:26]=1.[CH3:30][NH2:31].O.[OH-].[Na+]>CCO>[Cl:1][C:2]1[C:3]([N:27]([CH3:29])[CH3:28])=[CH:4][C:5]2[N:11]=[C:10]([C:12]3[CH:17]=[CH:16][CH:15]=[C:14]([C:18]4[S:19][CH:20]=[C:21]([CH2:23][NH:31][CH3:30])[N:22]=4)[CH:13]=3)[CH2:9][C:8](=[O:25])[NH:7][C:6]=2[CH:26]=1 |f:3.4|. Procedure: A mixture of 8-chloro-4-[3-(4-chloromethyl-thiazol-2-yl)-phenyl]-7-dimethylamino-1,3-dihydro-benzo[b][1,4]diazepin-2-one (89 mg) and KI (3 mg) in a 8M solution of methylamine in EtOH (1 mL) was stirred at 20° C. for 20 h. H2O (25 mL) was added and the pH of the mixture was set to 11 by addition of 2N NaOH. The precipitate was collected by filtration and purified by chromatography on silica gel using MeOH as eluent. The product was stirred with 20% aqueous MeOH (10 mL) and the solid was isolated ... The reactants are CC1=NOC(=C1)C1CNCCO1 (2-(3-methyl-1,2-oxazol-5-yl)morpholine), ClC=1C2=C(N=CN1)NC=C2C=2C=C(C#N)C=CC2 (3-(4-chloro-7H-pyrrolo[2,3-d]pyrimidin-5-yl)benzonitrile). Run in C(CCC)O (n-butanol). Conditions: temperature 150 celsius. Product: CC1=NOC(=C1)C1CN(CCO1)C=1C2=C(N=CN1)NC=C2C=2C=C(C#N)C=CC2 (3-{4-[2-(3-methyl-1,2-oxazol-5-yl)morpholin-4-yl]-7H-pyrrolo[2,3-d]pyrimidin-5-yl}benzonitrile). RXN SMILES: [CH3:1][C:2]1[CH:6]=[C:5]([CH:7]2[O:12][CH2:11][CH2:10][NH:9][CH2:8]2)[O:4][N:3]=1.Cl[C:14]1[C:15]2[C:22]([C:23]3[CH:24]=[C:25]([CH:28]=[CH:29][CH:30]=3)[C:26]#[N:27])=[CH:21][NH:20][C:16]=2[N:17]=[CH:18][N:19]=1>C(O)CCC>[CH3:1][C:2]1[CH:6]=[C:5]([CH:7]2[O:12][CH2:11][CH2:10][N:9]([C:14]3[C:15]4[C:22]([C:23]5[CH:24]=[C:25]([CH:28]=[CH:29][CH:30]=5)[C:26]#[N:27])=[CH:21][NH:20][C:16]=4[N:17]=[CH:18][N:19]=3)[CH2:8]2)[O:4][N:3]=1. Procedure: To a solution of 2-(3-methyl-1,2-oxazol-5-yl)morpholine (C38) (20 mg, 0.12 mmol) in n-butanol (7 mL) was added 3-(4-chloro-7H-pyrrolo[2,3-d]pyrimidin-5-yl)benzonitrile (C14) (36.2 mg, 0.142 mol), and the reaction mixture was placed in a sealed tube and heated at 150° C. in a microwave reactor for 2 hours. After removal of solvent, the residue was purified by preparative reversed phase high-performance liquid chromatography (Column: YMC-Actus Triart C18, 5 μm; Mobile phase A: water containing 0.2...